This data is from the Open Reaction Database (ORD), a public repository of structured organic reaction records. The task is: describe an organic reaction: reactants, conditions, products, and yield Reactants: CCOC(=O)C1CC(CS(=O)(=O)O)CC1CC, CCNCC, O=C(Cl)C(=O)Cl, ClCCl, CN(C)C=O. Yields the product CCOC(=O)C1CC(CS(=O)(=O)N(CC)CC)CC1CC. RXN SMILES: [CH2:1]([CH3:2])[O:3][C:4](=[O:5])[CH:6]1[CH2:7][CH:8]([CH2:13][S:14](=[O:15])(=[O:16])[OH:17])[CH2:9][CH:10]1[CH2:11][CH3:12].[CH2:24]([CH3:25])[NH:26][CH2:27][CH3:28].[Cl:18][C:19]([C:20]([Cl:21])=[O:22])=[O:23].[Cl:29][CH2:30][Cl:31].[O:32]=[CH:33][N:34]([CH3:35])[CH3:36]>>[CH2:1]([CH3:2])[O:3][C:4](=[O:5])[CH:6]1[CH2:7][CH:8]([CH2:13][S:14](=[O:16])(=[O:17])[N:26]([CH2:24][CH3:25])[CH2:27][CH3:28])[CH2:9][CH:10]1[CH2:11][CH3:12]. Reaction SMILES: [CH3:1][Si]([N-][Si](C)(C)C)(C)C.[K+].[Cl:11][C:12]1[CH:19]=[CH:18][C:17]([I:20])=[CH:16][C:13]=1[CH:14]=O.[NH4+].[Cl-]>C1COCC1>[Cl:11][C:12]1[CH:19]=[CH:18][C:17]([I:20])=[CH:16][C:13]=1[CH:14]=[CH2:1] |f:0.1,3.4|. Starting materials: C[Si](C)(C)[N-][Si](C)(C)C.[K+] (KHMDS), ClC1=C(C=O)C=C(C=C1)I (2-chloro-5-iodobenzaldehyde), resultant solution, [NH4+].[Cl-] (NH4Cl), resultant solution. Yield: 73.8%. The product is ClC1=C(C=C(C=C1)I)C=C (1-Chloro-4-iodo-2-vinylbenzene). Reported procedure: Ph3PMeBr (9.10 g, 25.47 mmol) was added to anhydrous THF (34 mL) under N2 and then cooled to −78° C. KHMDS (1 M solution, 25.47 mL, 25.47 mmol) was slowly added to the solution and the resultant solution was stirred at −78° C. for 1 h. 2-chloro-5-iodobenzaldehyde (4.86 g, 22.14 mmol) in THF (10 mL) was then slowly added and the resultant solution allowed to warm slowly to room temperature overnight. After 16 h, saturated aqueous NH4Cl was added and the crude product extracted with EtOAc (3×). Th... Reaction conditions: temperature -78 celsius, time 16 hour. Run in C1CCOC1 (THF), C1CCOC1 (THF).